From a dataset of the Open Reaction Database (ORD), a public repository of structured organic reaction records. describe an organic reaction: reactants, conditions, products, and yield Starting materials: [Br-].COC(=O)C1=CC=C(C[P+](C2=CC=CC=C2)(C2=CC=CC=C2)C2=CC=CC=C2)C=C1 ((4-Methoxycarbonylbenzyl)triphenylphosphonium bromide), C[Si](C)(C)[N-][Si](C)(C)C.[Li+] (Lithium bis(trimethylsilyl)amide), C(C1=CC=CC=C1)OC1=NC=CC=C1C=O (2-Benzyloxy-3-pyridinecarbaldehyde). Run in C1CCOC1 (THF), C1CCOC1 (THF). Conditions: time 1 hour. The product is C(C1=CC=CC=C1)OC1=NC=CC=C1C=CC1=CC=C(C(=O)OC)C=C1 (methyl 4-[2-(2-benzyloxy-3-pyridyl)ethenyl]benzoate). Yield: 78.8%. As a reaction SMILES: [Br-].[CH3:2][O:3][C:4]([C:6]1[CH:31]=[CH:30][C:9]([CH2:10][P+](C2C=CC=CC=2)(C2C=CC=CC=2)C2C=CC=CC=2)=[CH:8][CH:7]=1)=[O:5].C[Si]([N-][Si](C)(C)C)(C)C.[Li+].[CH2:42]([O:49][C:50]1[C:55]([CH:56]=O)=[CH:54][CH:53]=[CH:52][N:51]=1)[C:43]1[CH:48]=[CH:47][CH:46]=[CH:45][CH:44]=1>C1COCC1>[CH2:42]([O:49][C:50]1[C:55]([CH:56]=[CH:10][C:9]2[CH:8]=[CH:7][C:6]([C:4]([O:3][CH3:2])=[O:5])=[CH:31][CH:30]=2)=[CH:54][CH:53]=[CH:52][N:51]=1)[C:43]1[CH:44]=[CH:45][CH:46]=[CH:47][CH:48]=1 |f:0.1,2.3|. Reported procedure: (4-Methoxycarbonylbenzyl)triphenylphosphonium bromide (16.6 g, 33.8 mmol) was suspended in THF (70 ml) under Argon. Lithium bis(trimethylsilyl)amide (1M in THF, 40.5 ml) was added. The reaction mixture was stirred for 1 hour at ambient temperature; the colour changed to orange. 2-Benzyloxy-3-pyridinecarbaldehyde (7.2 g, 33.8 mmol) was added as a solution in THF (50 ml) and the reaction mixture was stirred at amibent temperature overnight (shielded from light). The reaction mixture was partitione... The reactants are C(C1=CC=CC=C1)O[C@@H]1[C@@]2(CO[C@]([C@@H]([C@H]1OCC1=CC=CC=C1)OCC1=CC=CC=C1)(O2)C2=CC(=C(C=C2)Cl)CC2=CC=C(C=C2)OCC(F)(F)F)CO ([(1S,2S,3S,4R,5S)-2,3,4-tribenzyloxy-5-[4-chloro-3-[[4-(2,2,2-trifluoroethoxyl) phenyl]methyl]phenyl]-6,8-dioxabicyclo[3.2.1]octan-1-yl]methanol), I(=O)(=O)C1=C(C(=O)O)C=CC=C1 (2-iodoxybenzoic acid). Run in ClCCl (dichloromethane). Product: C(C1=CC=CC=C1)O[C@@H]1[C@@]2(CO[C@]([C@@H]([C@H]1OCC1=CC=CC=C1)OCC1=CC=CC=C1)(O2)C2=CC(=C(C=C2)Cl)CC2=CC=C(C=C2)OCC(F)(F)F)C=O ((1S,2S,3S,4R,5S)-2,3,4-tribenzyloxy-5-[4-chloro-3-[[4-(2,2,2-trifluoro ethoxy)phenyl]methyl]phenyl]-6,8-dioxabicyclo[3.2.1]octane-1-carbaldehyde). Yield: 80.7%. Reaction SMILES: [CH2:1]([O:8][C@H:9]1[C@H:15]([O:16][CH2:17][C:18]2[CH:23]=[CH:22][CH:21]=[CH:20][CH:19]=2)[C@@H:14]([O:24][CH2:25][C:26]2[CH:31]=[CH:30][CH:29]=[CH:28][CH:27]=2)[C@:13]2([C:33]3[CH:38]=[CH:37][C:36]([Cl:39])=[C:35]([CH2:40][C:41]4[CH:46]=[CH:45][C:44]([O:47][CH2:48][C:49]([F:52])([F:51])[F:50])=[CH:43][CH:42]=4)[CH:34]=3)[O:32][C@@:10]1([CH2:53][OH:54])[CH2:11][O:12]2)[C:2]1[CH:7]=[CH:6][CH:5]=[CH:4][CH:3]=1.I(C1C=CC=CC=1C(O)=O)(=O)=O>ClCCl>[CH2:1]([O:8][C@H:9]1[C@H:15]([O:16][CH2:17][C:18]2[CH:23]=[CH:22][CH:21]=[CH:20][CH:19]=2)[C@@H:14]([O:24][CH2:25][C:26]2[CH:31]=[CH:30][CH:29]=[CH:28][CH:27]=2)[C@:13]2([C:33]3[CH:38]=[CH:37][C:36]([Cl:39])=[C:35]([CH2:40][C:41]4[CH:42]=[CH:43][C:44]([O:47][CH2:48][C:49]([F:52])([F:51])[F:50])=[CH:45][CH:46]=4)[CH:34]=3)[O:32][C@@:10]1([CH:53]=[O:54])[CH2:11][O:12]2)[C:2]1[CH:3]=[CH:4][CH:5]=[CH:6][CH:7]=1. Procedure: To a solution of [(1S,2S,3S,4R,5S)-2,3,4-tribenzyloxy-5-[4-chloro-3-[[4-(2,2,2-trifluoroethoxyl) phenyl]methyl]phenyl]-6,8-dioxabicyclo[3.2.1]octan-1-yl]methanol 171 (2.3 g, 3.02 mmol) in dichloromethane (100 mL) was added 2-iodoxybenzoic acid (1.70 g, 6.04 mmol) at room temperature. The mixture was refluxed for 20 hours, then cooled to room temperature and filtered. The filtrate was washed with saturated aqueous sodium chloride (50 mL) and concentrated in vacuo. The residue was purified by sili... Reactants: CC(=O)c1cccc(NS(=O)(=O)c2ccc(C)cc2)c1, CCI, C[O-], CN(C)C=O, [Na+]. Yields the product CCN(c1cccc(C(C)=O)c1)S(=O)(=O)c1ccc(C)cc1. RXN SMILES: [C:1]([CH3:2])(=[O:3])[c:4]1[cH:5][c:6]([NH:10][S:11](=[O:12])(=[O:13])[c:14]2[cH:15][cH:16][c:17]([CH3:20])[cH:18][cH:19]2)[cH:7][cH:8][cH:9]1.[CH2:24]([CH3:25])[I:26].[CH3:21][O-:22].[CH3:27][N:28]([CH3:29])[CH:30]=[O:31].[Na+:23]>>[C:1]([CH3:2])(=[O:3])[c:4]1[cH:5][c:6]([N:10]([S:11](=[O:12])(=[O:13])[c:14]2[cH:15][cH:16][c:17]([CH3:20])[cH:18][cH:19]2)[CH2:24][CH3:25])[cH:7][cH:8][cH:9]1. Reactants: CN(C=1NC2=C(N1)C=CC=C2)C2=CC=C(C=C2)O (4-[N-methyl-N-(2-benzimidazolyl)amino]phenol), BrC(C(=O)OC)C (methyl 2-bromopropionate), C([O-])([O-])=O.[K+].[K+] (potassium carbonate), CN(C=O)C (dimethylformamide). Run in O (water). Conditions: temperature 100 celsius. The product is CN(C=1NC2=C(N1)C=CC=C2)C2=CC=C(OC(C(=O)OC)C)C=C2 (methyl 2-{4-[N-methyl-N-(2-benzimidazolyl)amino]phenoxy}propionate). The yield is 64.5%. RXN SMILES: [CH3:1][N:2]([C:12]1[CH:17]=[CH:16][C:15]([OH:18])=[CH:14][CH:13]=1)[C:3]1[NH:4][C:5]2[CH:11]=[CH:10][CH:9]=[CH:8][C:6]=2[N:7]=1.Br[CH:20]([CH3:25])[C:21]([O:23][CH3:24])=[O:22].C(=O)([O-])[O-].[K+].[K+].CN(C)C=O>O>[CH3:1][N:2]([C:12]1[CH:17]=[CH:16][C:15]([O:18][CH:20]([CH3:25])[C:21]([O:23][CH3:24])=[O:22])=[CH:14][CH:13]=1)[C:3]1[NH:7][C:6]2[CH:8]=[CH:9][CH:10]=[CH:11][C:5]=2[N:4]=1 |f:2.3.4|. Procedure details: A mixture of 4-[N-methyl-N-(2-benzimidazolyl)amino]phenol (1.14 g), methyl 2-bromopropionate (0.80 g), anhydrous potassium carbonate (0.72 g) and dimethylformamide (25 ml) was heated for 4 hours at a temperature of 100° C. with vigorous stirring. After cooling, the mixture was poured into water and the aqueous solution was extracted with dichloromethane. The organic extract was washed with water, dried over anhydrous magnesium sulfate and the solvent was removed by distillation under reduced pre... The reagents and catalysts are O=C([O-])[O-].[Cs+].[Cs+] (cesium carbonate), [I-].[K+] (potassium iodide). Run in CN(C)C=O (DMF), CN(C)C=O (dmf), CN(C)C=O (DMF). Starting materials: CC(Cl)c1cccnc1, O=C(O)C(c1cccs1)C1CCCCC1. Yields the product CC(OC(=O)C(c1cccs1)C1CCCCC1)c1cccnc1. Conditions: temperature 70 celsius, time 16 hour. Reactants: [Br-], CCCC[N+](CCCC)(CCCC)CCCC, Cc1ccc(CCO)cc1, Cc1ccccc1, O=[N+]([O-])c1ccc(Cl)cc1, [Na+], [OH-]. The product is Cc1ccc(CCOc2ccc([N+](=O)[O-])cc2)cc1. As a reaction SMILES: [Br-:23].[CH2:24]([N+:25]([CH2:26][CH2:27][CH2:28][CH3:29])([CH2:30][CH2:31][CH2:32][CH3:33])[CH2:34][CH2:35][CH2:36][CH3:37])[CH2:38][CH2:39][CH3:40].[CH3:1][c:2]1[cH:3][cH:4][c:5]([CH2:8][CH2:9][OH:10])[cH:6][cH:7]1.[CH3:41][c:42]1[cH:43][cH:44][cH:45][cH:46][cH:47]1.[N+:11](=[O:12])([O-:13])[c:14]1[cH:15][cH:16][c:17]([Cl:20])[cH:18][cH:19]1.[Na+:22].[OH-:21]>>[CH3:1][c:2]1[cH:3][cH:4][c:5]([CH2:8][CH2:9][O:10][c:17]2[cH:16][cH:15][c:14]([N+:11](=[O:12])[O-:13])[cH:19][cH:18]2)[cH:6][cH:7]1.